Dataset: the Open Reaction Database (ORD), a public repository of structured organic reaction records. Task: describe an organic reaction: reactants, conditions, products, and yield The reactants are N1CCOCC1 (Morpholine), NC(=S)C1=NC=CC(=C1)OC1=CC=C2C=CC(=CC2=C1)C(=O)NC1=CC(=CC=C1)C(C)(C)C (7-{[2-(aminocarbonothioyl)pyridin-4-yl]-oxy}-N-(3-tert-butylphenyl)-2-naphthamide). Solvent: [Cl-].[Na+].O (brine), CCOC(=O)C (EtOAc). Run at time 8 hour. Product: C(C)(C)(C)C=1C=C(C=CC1)NC(=O)C1=CC2=CC(=CC=C2C=C1)OC1=CC(=NC=C1)C(N1CCOCC1)=N (N-(3-tert-butylphenyl)-7-({2-[imino(morpholin-4-yl)methyl]pyridin-4-yl}oxy)-2-naphthamide). As a reaction SMILES: [NH:1]1[CH2:6][CH2:5][O:4][CH2:3][CH2:2]1.[NH2:7][C:8]([C:10]1[CH:15]=[C:14]([O:16][C:17]2[CH:26]=[C:25]3[C:20]([CH:21]=[CH:22][C:23]([C:27]([NH:29][C:30]4[CH:35]=[CH:34][CH:33]=[C:32]([C:36]([CH3:39])([CH3:38])[CH3:37])[CH:31]=4)=[O:28])=[CH:24]3)=[CH:19][CH:18]=2)[CH:13]=[CH:12][N:11]=1)=S>CCOC(C)=O.[Cl-].[Na+].O>[C:36]([C:32]1[CH:31]=[C:30]([NH:29][C:27]([C:23]2[CH:22]=[CH:21][C:20]3[C:25](=[CH:26][C:17]([O:16][C:14]4[CH:13]=[CH:12][N:11]=[C:10]([C:8](=[NH:7])[N:1]5[CH2:6][CH2:5][O:4][CH2:3][CH2:2]5)[CH:15]=4)=[CH:18][CH:19]=3)[CH:24]=2)=[O:28])[CH:35]=[CH:34][CH:33]=1)([CH3:39])([CH3:37])[CH3:38] |f:3.4.5|. Procedure: Morpholine (2.00 mL, 22.9 mmol) and 7-{[2-(aminocarbonothioyl)pyridin-4-yl]-oxy}-N-(3-tert-butylphenyl)-2-naphthamide (0.155 g, 0. 34 mmol) were combined. The reaction mixture was allowed to stir at rt overnight in a sealed vial. And then heated at 60° C. for 6 h. The reaction mixture was diluted with EtOAc and poured into brine. The aqueous and organic solutions were separated and the aqueous solution was further extracted with EtOAc. The organic solutions were combined, dried over Na2SO4, and ... Reactants: N1(CCCC1)C=1SC(=C(N1)N)C(N)=S (2-pyrrolidino-4-amino-5-thiocarbamoyl-thiazole), S(O)(O)(=O)=O (sulfuric acid), BrBr (bromine). Yields the product NC1=C2C(=NS1)N=C(S2)N2CCCC2 (3-amino-5-pyrrolidino-thiazolo-(4,5-c)-isothiazole). Isolated yield 91.0%. Reaction SMILES: [N:1]1([C:6]2[S:7][C:8]([C:12](=[S:14])[NH2:13])=[C:9]([NH2:11])[N:10]=2)[CH2:5][CH2:4][CH2:3][CH2:2]1.S(=O)(=O)(O)O.BrBr>>[NH2:13][C:12]1[S:14][N:11]=[C:9]2[N:10]=[C:6]([N:1]3[CH2:2][CH2:3][CH2:4][CH2:5]3)[S:7][C:8]=12. Procedure details: 11 parts of 2-pyrrolidino-4-amino-5-thiocarbamoyl-thiazole in 70 parts of sulfuric acid are oxidized with 0.5 part of bromine by the method described in Example 1(b). 10 parts of 3-amino-5-pyrrolidino-thiazolo-(4,5-c)-isothiazole (91% of theory) of melting point 270°-273° C. are obtained. Starting materials: C1(=CC=CC=C1)C#CC(CC(C=[N+]=[N-])=O)C1=CC(=C(C=C1)OC)OC1CCCC1 ((+/-)-1 -Phenyl-3-(3-cyclopentyloxy-4-methoxyphenyl)-5-oxo-6-diazohexyne), BF3 ·Et2O, CO (MeOH). Reaction conditions: time 5 minute. Product: C1(=CC=CC=C1)C#CC(CC(COC)=O)C1=CC(=C(C=C1)OC)OC1CCCC1 ((+/-)-1-Phenyl-3-(3-cyclopentyloxy-4-methoxyphenyl)-5-oxo-6-methoxyhexyne). Isolated yield 4.0%. Reaction SMILES: [C:1]1([C:7]#[C:8][CH:9]([C:16]2[CH:21]=[CH:20][C:19]([O:22][CH3:23])=[C:18]([O:24][CH:25]3[CH2:29][CH2:28][CH2:27][CH2:26]3)[CH:17]=2)[CH2:10][C:11](=[O:15])[CH:12]=[N+]=[N-])[CH:6]=[CH:5][CH:4]=[CH:3][CH:2]=1.[CH3:30][OH:31]>>[C:1]1([C:7]#[C:8][CH:9]([C:16]2[CH:21]=[CH:20][C:19]([O:22][CH3:23])=[C:18]([O:24][CH:25]3[CH2:29][CH2:28][CH2:27][CH2:26]3)[CH:17]=2)[CH2:10][C:11](=[O:15])[CH2:12][O:31][CH3:30])[CH:6]=[CH:5][CH:4]=[CH:3][CH:2]=1. Reported procedure: (+/-)-1 -Phenyl-3-(3-cyclopentyloxy-4-methoxyphenyl)-5-oxo-6-diazohexyne (120 mg, 0.35 mmol) was added portionwise to a refluxing solution of BF3 ·Et2O (0.5 ml) in MeOH (20 ml). After 5 min, the solvent was concentrated, the reaction diluted with H2O, basified with NaHCO3, and extracted with Et2O. The extracts were washed with H2O, dried, and the solvent removed. Purification by flash chromatography (silica gel, 30% Et2O in hexane) gave the titled product (4.8 mg, 4%). 1H NMR (400 MHz, CDCl3) δ ... Reactants: [N+](=O)([O-])C1=C(NC)C=C(C(=C1)N)Cl (2-nitro-4-amino-5-chloro-N-(methyl)aniline), SCC(C)O (1-mercaptopropan-2-ol). Product: [N+](=O)([O-])C1=C(NC)C=C(C(=C1)N)SCC(C)O (2-nitro-4-amino-5-(β-hydroxypropyl)thio-N-(methyl)aniline). Isolated yield 97.5%. RXN SMILES: [N+:1]([C:4]1[CH:11]=[C:10]([NH2:12])[C:9](Cl)=[CH:8][C:5]=1[NH:6][CH3:7])([O-:3])=[O:2].[SH:14][CH2:15][CH:16]([OH:18])[CH3:17]>>[N+:1]([C:4]1[CH:11]=[C:10]([NH2:12])[C:9]([S:14][CH2:15][CH:16]([OH:18])[CH3:17])=[CH:8][C:5]=1[NH:6][CH3:7])([O-:3])=[O:2]. Procedure: 11.5 g (0.057 mol) of 2-nitro-4-amino-5-chloro-N-(methyl)aniline and 7.8 g (0.085 mol) of 1-mercaptopropan-2-ol were used as the starting materials to give dark brown crystals (14.3 g) melting at 152° C. (recrystallization from 96° ethanol) whose elemental analysis calculated for C10H15N3O3S was: Starting materials: [Br-], C1CCOC1, [Li]CCCC, C[P+](c1ccccc1)(c1ccccc1)c1ccccc1, O, O=C(c1ccccc1)C1CCCCC1. The product is C=C(c1ccccc1)C1CCCCC1. RXN SMILES: [Br-:21].[CH2:42]1[O:43][CH2:44][CH2:45][CH2:46]1.[CH3:15][CH2:16][CH2:17][CH2:18][Li:19].[CH3:22][P+:23]([c:24]1[cH:25][cH:26][cH:27][cH:28][cH:29]1)([c:30]1[cH:31][cH:32][cH:33][cH:34][cH:35]1)[c:36]1[cH:37][cH:38][cH:39][cH:40][cH:41]1.[OH2:20].[c:1]1([C:7](=[O:8])[CH:9]2[CH2:10][CH2:11][CH2:12][CH2:13][CH2:14]2)[cH:2][cH:3][cH:4][cH:5][cH:6]1>>[c:1]1([C:7]([CH:9]2[CH2:10][CH2:11][CH2:12][CH2:13][CH2:14]2)=[CH2:15])[cH:2][cH:3][cH:4][cH:5][cH:6]1.